This data is from the Open Reaction Database (ORD), a public repository of structured organic reaction records. The task is: describe an organic reaction: reactants, conditions, products, and yield The reactants are BrCc1ccoc1, C1CCOC1, [Li]CCCC, CC(C)(C)[O-], CCCCCC, [Na+], c1ccc(C2SCCCS2)cc1. Product: c1ccc(C2(Cc3ccoc3)SCCCS2)cc1. RXN SMILES: [Br:24][CH2:25][c:26]1[cH:27][o:28][cH:29][cH:30]1.[CH2:37]1[O:38][CH2:39][CH2:40][CH2:41]1.[CH2:7]([Li:8])[CH2:9][CH2:10][CH3:11].[CH3:1][C:2]([CH3:3])([O-:4])[CH3:5].[CH3:31][CH2:32][CH2:33][CH2:34][CH2:35][CH3:36].[Na+:6].[c:12]1([CH:18]2[S:19][CH2:20][CH2:21][CH2:22][S:23]2)[cH:13][cH:14][cH:15][cH:16][cH:17]1>>[c:12]1([C:18]2([CH2:25][c:26]3[cH:27][o:28][cH:29][cH:30]3)[S:19][CH2:20][CH2:21][CH2:22][S:23]2)[cH:13][cH:14][cH:15][cH:16][cH:17]1. The reactants are N(=[N+]=[N-])[C@@H]1C(N(C[C@@H](CC1)C1=CC=CC=C1)CC(=O)OC(C)(C)C)=O (t-butyl α-[3(S*)-azido-2-oxo-6(S*)-phenylperhydroazepin-1-yl]acetate). The reagents and catalysts are [Pd] (palladium-on-carbon). Product: N[C@@H]1C(N(C[C@@H](CC1)C1=CC=CC=C1)CC(=O)OC(C)(C)C)=O (t-Butyl α-[3(S*)-amino-2-oxo-6(S*)-phenylperhydroazepin-1-yl]acetate). The yield is 102.5%. RXN SMILES: [N:1]([C@H:4]1[CH2:10][CH2:9][C@@H:8]([C:11]2[CH:16]=[CH:15][CH:14]=[CH:13][CH:12]=2)[CH2:7][N:6]([CH2:17][C:18]([O:20][C:21]([CH3:24])([CH3:23])[CH3:22])=[O:19])[C:5]1=[O:25])=[N+]=[N-]>[Pd]>[NH2:1][C@H:4]1[CH2:10][CH2:9][C@@H:8]([C:11]2[CH:16]=[CH:15][CH:14]=[CH:13][CH:12]=2)[CH2:7][N:6]([CH2:17][C:18]([O:20][C:21]([CH3:23])([CH3:22])[CH3:24])=[O:19])[C:5]1=[O:25]. Procedure: Reduction of 1.9 g of t-butyl α-[3(S*)-azido-2-oxo-6(S*)-phenylperhydroazepin-1-yl]acetate (Isomer B) [prepared as described in Example 1(i)] with 5% w/w palladium-on-carbon in a similar manner to that described in Example 1(j) gave 1.8 g of the title compound as a gummy substance. Starting materials: C1(=CC=C(C=C1)S(=O)(=O)N1[C@@H](CSCC1)C(=O)O)C ((3R)-4-(4-toluenesulfonyl)thiomorpholine-3-carboxylic acid), CCC(C=1C=CC=CC1)O (phenylpropanol), C1CCC(CC1)N=C=NC2CCCCC2 (DCC). Reagents/catalysts: CN(C)C=1C=CN=CC1 (DMAP). Solvent: C(Cl)Cl (CH2Cl2). Conditions: time 24 hour. The product is C1(=CC=CC=C1)CCCOC(=O)[C@H]1N(CCSC1)S(=O)(=O)C1=CC=C(C=C1)C ((3R)-4-(4-toluenesulfonyl)thiomorpholine-3-carboxylic acid phenylpropyl ester). Yield: 64.4%. Reaction SMILES: [C:1]1([CH3:19])[CH:6]=[CH:5][C:4]([S:7]([N:10]2[CH2:15][CH2:14][S:13][CH2:12][C@H:11]2[C:16]([OH:18])=[O:17])(=[O:9])=[O:8])=[CH:3][CH:2]=1.[CH3:20][CH2:21][CH:22](O)[C:23]1[CH:24]=[CH:25][CH:26]=[CH:27][CH:28]=1.C1CCC(N=C=NC2CCCCC2)CC1>CN(C1C=CN=CC=1)C.C(Cl)Cl>[C:23]1([CH2:22][CH2:21][CH2:20][O:17][C:16]([C@@H:11]2[CH2:12][S:13][CH2:14][CH2:15][N:10]2[S:7]([C:4]2[CH:3]=[CH:2][C:1]([CH3:19])=[CH:6][CH:5]=2)(=[O:9])=[O:8])=[O:18])[CH:24]=[CH:25][CH:26]=[CH:27][CH:28]=1. Reported procedure: 0.301 g (1 mmol) of (3R)-4-(4-toluenesulfonyl)thiomorpholine-3-carboxylic acid, 0.204 g (1.5 mmol) of phenylpropanol, 0.088 g (0.33 mmol) of CAS, 0.227 g (1.2 mmol) of DCC and 0.04 g (0.33 mmol) of DMAP were dissolved in 15 mL of CH2Cl2. The mixture was stirred for 24 h at room temperature. The solid was filtrated and the solvent was evaporated. The residual was dissolved in a suitable amount of ethyl acetate (20 ml) and then the mixture was filtered to remove insoluble substance. The ethyl acet... Starting materials: [Br-], CCCC1NS(=O)(=O)NC1=O, Cc1ccccc1, CCCC[N+](CCCC)(CCCC)CCCC, BrCc1ccccc1. Product: CCCC1NS(=O)(=O)N(Cc2ccccc2)C1=O. Reaction SMILES: [Br-:27].[CH2:1]([CH2:2][CH3:3])[CH:4]1[C:5](=[O:11])[NH:6][S:7](=[O:9])(=[O:10])[NH:8]1.[CH3:20][c:21]1[cH:22][cH:23][cH:24][cH:25][cH:26]1.[CH3:28][CH2:29][CH2:30][CH2:31][N+:32]([CH2:33][CH2:34][CH2:35][CH3:36])([CH2:37][CH2:38][CH2:39][CH3:40])[CH2:41][CH2:42][CH2:43][CH3:44].[c:12]1([CH2:18][Br:19])[cH:13][cH:14][cH:15][cH:16][cH:17]1>>[CH2:1]([CH2:2][CH3:3])[CH:4]1[C:5](=[O:11])[N:6]([CH2:18][c:12]2[cH:13][cH:14][cH:15][cH:16][cH:17]2)[S:7](=[O:9])(=[O:10])[NH:8]1. Reactants: O=C1NC2=C(CCN1C1CCN(CC1)C(=O)O[C@@H](C(=O)N1CCC(CC1)C1CCN(CC1)CC(=O)O)CC1=CC(=C(C(=C1)C)O)C)C=CC=C2 ((R)-2-(1′-carboxymethyl-4,4′-bipiperidinyl-1-yl)-1-(4-hydroxy-3,5-dimethyl-benzyl)-2-oxo-ethyl 4-(2-oxo-1,2,4,5-tetrahydro-1,3-benzodiazepin-3-yl)-piperidine-1-carboxylate), OCC(=O)N(C)C (2-hydroxy-N,N-dimethyl-acetamide). The product is O=C1NC2=C(CCN1C1CCN(CC1)C(=O)O[C@@H](C(=O)N1CCC(CC1)C1CCN(CC1)CC(=O)OCC(N(C)C)=O)CC1=CC(=C(C(=C1)C)O)C)C=CC=C2 ((R)-2-(1′-dimethylcarbamoylmethoxycarbonylmethyl-4,4′-bipiperidinyl-1-yl)-1-(4-hydroxy-3,5-dimethyl-benzyl)-2-oxo-ethyl 4-(2-oxo-1,2,4,5-tetrahydro-1,3-benzodiazepin-3-yl)-piperidine-1-carboxylate). As a reaction SMILES: [O:1]=[C:2]1[N:8]([CH:9]2[CH2:14][CH2:13][N:12]([C:15]([O:17][C@H:18]([CH2:37][C:38]3[CH:43]=[C:42]([CH3:44])[C:41]([OH:45])=[C:40]([CH3:46])[CH:39]=3)[C:19]([N:21]3[CH2:26][CH2:25][CH:24]([CH:27]4[CH2:32][CH2:31][N:30]([CH2:33][C:34]([OH:36])=[O:35])[CH2:29][CH2:28]4)[CH2:23][CH2:22]3)=[O:20])=[O:16])[CH2:11][CH2:10]2)[CH2:7][CH2:6][C:5]2[CH:47]=[CH:48][CH:49]=[CH:50][C:4]=2[NH:3]1.O[CH2:52][C:53]([N:55]([CH3:57])[CH3:56])=[O:54]>>[O:1]=[C:2]1[N:8]([CH:9]2[CH2:10][CH2:11][N:12]([C:15]([O:17][C@H:18]([CH2:37][C:38]3[CH:43]=[C:42]([CH3:44])[C:41]([OH:45])=[C:40]([CH3:46])[CH:39]=3)[C:19]([N:21]3[CH2:22][CH2:23][CH:24]([CH:27]4[CH2:32][CH2:31][N:30]([CH2:33][C:34]([O:36][CH2:52][C:53](=[O:54])[N:55]([CH3:57])[CH3:56])=[O:35])[CH2:29][CH2:28]4)[CH2:25][CH2:26]3)=[O:20])=[O:16])[CH2:13][CH2:14]2)[CH2:7][CH2:6][C:5]2[CH:47]=[CH:48][CH:49]=[CH:50][C:4]=2[NH:3]1. Procedure details: Prepared analogously to Example 3c from 100 mg (0.15 mmol) (R)-2-(1′-carboxymethyl-4,4′-bipiperidinyl-1-yl)-1-(4-hydroxy-3,5-dimethyl-benzyl)-2-oxo-ethyl 4-(2-oxo-1,2,4,5-tetrahydro-1,3-benzodiazepin-3-yl)-piperidine-1-carboxylate and 16 mg (0.16 mmol) 2-hydroxy-N,N-dimethyl-acetamide. After purification by HPLC the fractions containing the product were combined and lyophilised. Reactants: CCOC(=O)C (EtOAc), N(=[N+]=[N-])C1C(C=2C=CC(=CC2CC1)C#N)O (Racemic (5S*,6R*)-6-azido-5-hydroxy-5,6,7,8-tetrahydronaphthalene-2-carbonitrile), Cl.NO (hydroxylamine hydrochloride), C([O-])(O)=O.[Na+] (sodium bicarbonate). Solvent: CC(C)O (2-propanol). The product is N(=[N+]=[N-])C1C(C=2C=CC(=CC2CC1)C(N)=NO)O (6-azido-N′,5-dihydroxy-5,6,7,8-tetrahydronaphthalene-2-carboximidamide). Yield: 94.7%. As a reaction SMILES: [N:1]([CH:4]1[CH2:13][CH2:12][C:11]2[CH:10]=[C:9]([C:14]#[N:15])[CH:8]=[CH:7][C:6]=2[CH:5]1[OH:16])=[N+:2]=[N-:3].Cl.[NH2:18][OH:19].C(=O)(O)[O-].[Na+].CCOC(C)=O>CC(O)C>[N:1]([CH:4]1[CH2:13][CH2:12][C:11]2[CH:10]=[C:9]([C:14](=[N:18][OH:19])[NH2:15])[CH:8]=[CH:7][C:6]=2[CH:5]1[OH:16])=[N+:2]=[N-:3] |f:1.2,3.4|. Procedure details: Racemic (5S*,6R*)-6-azido-5-hydroxy-5,6,7,8-tetrahydronaphthalene-2-carbonitrile (400 mg, 1.9 mmol) and hydroxylamine hydrochloride (260 mg, 3.7 mmol) were mixed in 2-propanol (7.5 mL). To this suspended solution was added sodium bicarbonate (627 mg, 7.5 mmol) and the solution was heated at reflux for 2 hr. Then the reaction mixture was cooled to room temperature and diluted by EtOAc (50 mL) and washed with water and brine. The combined aqueous layers were extracted again by EtOAc. The combined ... Reactants: C1CCNCC1, CO, O=Cc1ccccc1O, Nc1ccccc1N. The product is Nc1ccccc1N=Cc1ccccc1O. RXN SMILES: [CH2:18]1[CH2:19][CH2:20][NH:21][CH2:22][CH2:23]1.[CH3:24][OH:25].[CH:1](=[O:2])[c:3]1[cH:4][cH:5][cH:6][cH:7][c:8]1[OH:9].[c:10]1([NH2:17])[c:11]([NH2:16])[cH:12][cH:13][cH:14][cH:15]1>>[CH:1]([c:3]1[cH:4][cH:5][cH:6][cH:7][c:8]1[OH:9])=[N:16][c:11]1[c:10]([NH2:17])[cH:15][cH:14][cH:13][cH:12]1.